From a dataset of the Open Reaction Database (ORD), a public repository of structured organic reaction records. describe an organic reaction: reactants, conditions, products, and yield Reactants: O=C([O-])[O-], [Cs+], [Cs+], COc1ccc(C#N)c(F)c1, [Na+], CN(C)C=O, [OH-], COc1c(O)cccc1C=O. The product is COc1ccc(C#N)c(Oc2cccc(C=O)c2OC)c1. RXN SMILES: [C:23](=[O:24])([O-:25])[O-:26].[Cs+:27].[Cs+:28].[F:1][c:2]1[c:3]([C:4]#[N:5])[cH:6][cH:7][c:8]([O:10][CH3:11])[cH:9]1.[Na+:30].[O:31]=[CH:32][N:33]([CH3:34])[CH3:35].[OH-:29].[OH:12][c:13]1[c:14]([O:21][CH3:22])[c:15]([CH:16]=[O:17])[cH:18][cH:19][cH:20]1>>[c:2]1([O:12][c:13]2[c:14]([O:21][CH3:22])[c:15]([CH:16]=[O:17])[cH:18][cH:19][cH:20]2)[c:3]([C:4]#[N:5])[cH:6][cH:7][c:8]([O:10][CH3:11])[cH:9]1. As a reaction SMILES: [Cl:15][S:16](=[O:17])(=[O:18])[N:19]=[C:20]=[O:21].[Cl:1][CH2:2][Cl:3].[OH2:22].[OH:4][C:5]([C:6]#[C:7][C:8](=[O:9])[O:10][CH2:11][CH3:12])([CH3:13])[CH3:14]>>[O:4]([C:5]([C:6]#[C:7][C:8](=[O:9])[O:10][CH2:11][CH3:12])([CH3:13])[CH3:14])[C:20]([NH2:19])=[O:21]. The product is CCOC(=O)C#CC(C)(C)OC(N)=O. The reactants are O=C=NS(=O)(=O)Cl, ClCCl, O, CCOC(=O)C#CC(C)(C)O. Reactants: NC(=O)c1ccc(N)c(C(N)=O)c1, O, Cc1ccc(S(=O)(=O)Cl)cc1, c1ccncc1. Product: Cc1ccc(S(=O)(=O)Nc2ccc(C(N)=O)cc2C(N)=O)cc1. As a reaction SMILES: [NH2:1][c:2]1[c:3]([C:11](=[O:12])[NH2:13])[cH:4][c:5]([C:6](=[O:7])[NH2:8])[cH:9][cH:10]1.[OH2:25].[c:14]1([CH3:24])[cH:15][cH:16][c:17]([S:20](=[O:21])(=[O:22])[Cl:23])[cH:18][cH:19]1.[cH:26]1[cH:27][cH:28][n:29][cH:30][cH:31]1>>[NH:1]([c:2]1[c:3]([C:11](=[O:12])[NH2:13])[cH:4][c:5]([C:6](=[O:7])[NH2:8])[cH:9][cH:10]1)[S:20]([c:17]1[cH:16][cH:15][c:14]([CH3:24])[cH:19][cH:18]1)(=[O:21])=[O:22]. Starting materials: Cc1[nH]c2c(OCc3ccccc3)nncc2c1C, CC(C)(C)[O-], ClC(Cl)=CCBr, [K+], C1COCCOCCOCCOCCOCCO1, C1CCOC1. Yields the product Cc1c(C)n(CC=C(Cl)Cl)c2c(OCc3ccccc3)nncc12. Reaction SMILES: [CH2:7]([c:8]1[cH:9][cH:10][cH:11][cH:12][cH:13]1)[O:14][c:15]1[n:16][n:17][cH:18][c:19]2[c:20]1[nH:21][c:22]([CH3:25])[c:23]2[CH3:24].[CH3:1][C:2]([CH3:3])([O-:4])[CH3:5].[Cl:44][C:45](=[CH:46][CH2:47][Br:48])[Cl:49].[K+:6].[O:26]1[CH2:27][CH2:28][O:29][CH2:30][CH2:31][O:32][CH2:33][CH2:34][O:35][CH2:36][CH2:37][O:38][CH2:39][CH2:40][O:41][CH2:42][CH2:43]1.[O:50]1[CH2:51][CH2:52][CH2:53][CH2:54]1>>[CH2:7]([c:8]1[cH:9][cH:10][cH:11][cH:12][cH:13]1)[O:14][c:15]1[n:16][n:17][cH:18][c:19]2[c:20]1[n:21]([CH2:47][CH:46]=[C:45]([Cl:44])[Cl:49])[c:22]([CH3:25])[c:23]2[CH3:24].